Dataset: the Open Reaction Database (ORD), a public repository of structured organic reaction records. Task: describe an organic reaction: reactants, conditions, products, and yield Reactants: Cl (HCl), C=O (Formalin), CC1=C2C=CCC2=C(C=C1)C (4,7-dimethylindene), CC[O-].[Na+] (EtONa). The solvent is CS(=O)C (dimethylsulphoxide). Conditions: time 12 hour. Product: CC1=C2C(=CCC2=C(C=C1)C)CC1=CCC2=C(C=CC(=C12)C)C (bis(4,7-dimethyl-3-indenyl)methane). The yield is 50.0%. As a reaction SMILES: C=O.[CH3:3][C:4]1[CH:12]=[CH:11][C:10]([CH3:13])=[C:9]2[C:5]=1[CH:6]=[CH:7][CH2:8]2.[CH3:14][CH2:15][O-].[Na+].Cl>CS(C)=O>[CH3:3][C:4]1[CH:12]=[CH:11][C:10]([CH3:13])=[C:9]2[C:5]=1[C:6]([CH2:10][C:9]1[C:5]3[C:6](=[C:15]([CH3:14])[CH:11]=[CH:12][C:4]=3[CH3:3])[CH2:7][CH:8]=1)=[CH:7][CH2:8]2 |f:2.3|. Procedure: Formalin (37% aq. solution, 0.28 g, 3.47 mmol) was added to a mixture of 4,7-dimethylindene (1.0 g, 6.94 mmol) and EtONa (0.15 g, 2.20 mmol) in dimethylsulphoxide (10 mL) at 25° C. After stirring at room temperature for 12 hours, the reaction mixture was heated at 80° C. for further 4 hours and then cooled to room temperature. A solution of HCl (1 M, 10 mL) was added. The mixture was extracted with CH2Cl2 (2×50 mL); the organic phases were combined, washed with a saturated solution of NaCl and t... Starting materials: CCOC(OCC)OCC, CC(=O)O, [N-]=[N+]=[N-], NC1CC2(c3ccccc3)C(OCc3cc(C(F)(F)F)cc(C(F)(F)F)c3)CCC1N2Cc1ccccc1, [Na+]. Product: CC(=O)NC1CC2(c3ccccc3)C(OCc3cc(C(F)(F)F)cc(C(F)(F)F)c3)CCC1N2Cc1ccccc1. RXN SMILES: [CH2:47]([O:48][CH:49]([O:50][CH2:51][CH3:52])[O:53][CH2:54][CH3:55])[CH3:56].[CH3:43][C:44]([OH:45])=[O:46].[N-:40]=[N+:41]=[N-:42].[NH2:1][CH:2]1[CH:3]2[CH2:4][CH2:5][CH:6]([O:23][CH2:24][c:25]3[cH:26][c:27]([C:35]([F:36])([F:37])[F:38])[cH:28][c:29]([C:31]([F:32])([F:33])[F:34])[cH:30]3)[C:7]([c:17]3[cH:18][cH:19][cH:20][cH:21][cH:22]3)([CH2:8]1)[N:9]2[CH2:10][c:11]1[cH:12][cH:13][cH:14][cH:15][cH:16]1.[Na+:39]>>[NH:1]([CH:2]1[CH:3]2[CH2:4][CH2:5][CH:6]([O:23][CH2:24][c:25]3[cH:26][c:27]([C:35]([F:36])([F:37])[F:38])[cH:28][c:29]([C:31]([F:32])([F:33])[F:34])[cH:30]3)[C:7]([c:17]3[cH:18][cH:19][cH:20][cH:21][cH:22]3)([CH2:8]1)[N:9]2[CH2:10][c:11]1[cH:12][cH:13][cH:14][cH:15][cH:16]1)[C:44]([CH3:43])=[O:45].